Dataset: the Open Reaction Database (ORD), a public repository of structured organic reaction records. Task: describe an organic reaction: reactants, conditions, products, and yield Product: Br[C@H](C(=O)O)CC(N)=O ((S)-2-Bromo-3-carbamoylpropionic acid). Procedure: L-Asparagine monohydrate 1* (37.5 g, 0.25 mol) was dissolved in 3M H2SO4 (330 ml) and treated with KBr (39.3 g, 0.75 mol). The solution was stirred and cooled in an ice-MeOH bath to ca. -10° C. Some precipitation occurred. A solution of NaNO2 (21.6 g, 0.31 mol) in H2O (38 ml) was added dropwise over 80 minutes. The internal temperature was kept at -10° to -5° during the addition and for 90 minutes afterward. The mixture was filtered and the solid portion washed with ice cold H2O (3x) and dried o... RXN SMILES: O.N[C@H:3]([C:8]([OH:10])=[O:9])[CH2:4][C:5](=[O:7])[NH2:6].[K+].[Br-:12].N([O-])=O.[Na+].CCO>OS(O)(=O)=O.O>[Br:12][C@@H:3]([CH2:4][C:5](=[O:7])[NH2:6])[C:8]([OH:10])=[O:9] |f:0.1,2.3,4.5|. Reaction conditions: temperature -10 celsius. Reactants: N(=O)[O-].[Na+] (NaNO2), CCO (EtOH), O.N[C@@H](CC(N)=O)C(=O)O (L-Asparagine monohydrate), [K+].[Br-] (KBr). Solvent: O (H2O), OS(=O)(=O)O (H2SO4). Reactants: OCC(CCCN1CCC(CC1)(C)O)N1CCN(CCC1=O)C1=CC(=CC=C1)C(F)(F)F ((rac)-4-[1-hydroxymethyl-4-(4-hydroxy-4-methyl-piperidin-1-yl)-butyl]-1-(3-trifluoromethyl-phenyl)-[1,4]diazepan-5-one), IC (iodomethane), [H-].[Na+] (NaH). Yields the product OC1(CCN(CC1)CCCC(COC)N1CCN(CCC1=O)C1=CC(=CC=C1)C(F)(F)F)C ((rac)-4-[4-(4-Hydroxy-4-methyl-piperidin-1-yl)-1-methoxymethyl-butyl]-1-(3-trifluoromethyl-phenyl)-[1,4]diazepan-5-one). The yield is 25.0%. Reaction SMILES: [OH:1][CH2:2][CH:3]([N:15]1[C:21](=[O:22])[CH2:20][CH2:19][N:18]([C:23]2[CH:28]=[CH:27][CH:26]=[C:25]([C:29]([F:32])([F:31])[F:30])[CH:24]=2)[CH2:17][CH2:16]1)[CH2:4][CH2:5][CH2:6][N:7]1[CH2:12][CH2:11][C:10]([OH:14])([CH3:13])[CH2:9][CH2:8]1.I[CH3:34].[H-].[Na+]>>[OH:14][C:10]1([CH3:13])[CH2:9][CH2:8][N:7]([CH2:6][CH2:5][CH2:4][CH:3]([N:15]2[C:21](=[O:22])[CH2:20][CH2:19][N:18]([C:23]3[CH:28]=[CH:27][CH:26]=[C:25]([C:29]([F:31])([F:30])[F:32])[CH:24]=3)[CH2:17][CH2:16]2)[CH2:2][O:1][CH3:34])[CH2:12][CH2:11]1 |f:2.3|. Procedure details: In analogy to the procedure described in example 23B, (rac)-4-[1-hydroxymethyl-4-(4-hydroxy-4-methyl-piperidin-1-yl)-butyl]-1-(3-trifluoromethyl-phenyl)-[1,4]diazepan-5-one was treated with iodomethane and NaH to give the title compound in 25% yield as colorless oil. MS: 472.4 (MH+). Reactants: BrCCCCCCCC(=O)OC (methyl 8-bromooctanoate), [H-].[Na+] (Sodium hydride), CN(C)C=O (DMF), C1(=CC=CC=C1)C1=NNC=C1C1=CC=CC=C1 (3,4-diphenyl-lH-pyrazole), C1(=CC=CC=C1)C=1C=NNC1C1=CC=CC=C1 (4,5-diphenyl-lH-pyrazole). Run in hexanes, C(C)OCC (diethyl ether), hexanes, O (water). Reaction conditions: time 10 minute. Yields the product C1(=CC=CC=C1)C1=NN(C=C1C1=CC=CC=C1)CCCCCCCC(=O)OC (methyl 3,4-diphenyl-lH-pyrazole-1-octanoate). The yield is 59.0%. As a reaction SMILES: [H-].[Na+].CN(C=O)C.[C:8]1([C:14]2[C:18]([C:19]3[CH:24]=[CH:23][CH:22]=[CH:21][CH:20]=3)=[CH:17][NH:16][N:15]=2)[CH:13]=[CH:12][CH:11]=[CH:10][CH:9]=1.Br[CH2:26][CH2:27][CH2:28][CH2:29][CH2:30][CH2:31][CH2:32][C:33]([O:35][CH3:36])=[O:34]>O.C(OCC)C>[C:8]1([C:14]2[C:18]([C:19]3[CH:20]=[CH:21][CH:22]=[CH:23][CH:24]=3)=[CH:17][N:16]([CH2:26][CH2:27][CH2:28][CH2:29][CH2:30][CH2:31][CH2:32][C:33]([O:35][CH3:36])=[O:34])[N:15]=2)[CH:13]=[CH:12][CH:11]=[CH:10][CH:9]=1 |f:0.1|. Procedure: Sodium hydride (1.57 g of 50% dispersion, 32 mmol) was washed twice with hexanes, covered with DMF (100 mL), and a mixture of 3,4-diphenyl-lH-pyrazole and 4,5-diphenyl-lH-pyrazole (6.00 g, 27 mmol) was added. After gas evolution had ceased, the mixture was stirred for 10 minutes before adding methyl 8-bromooctanoate (7.10 g, 30 mmol). The mixture was stirred at room temperature for 40 minutes, diluted with water, and extracted with diethyl ether (3 times). The combined extracts were washed with ... Starting materials: CC(OCc1ccccc1)C(=O)O, C1CCOC1, CCN=C=NCCCN(C)C, CCOC(C)=O, CCN(C(C)C)C(C)C, Cc1nc(C(F)(F)F)ccc1Cn1nc(NN)c(-c2ccc(Cl)cc2)c(-c2ccc(C#N)cc2)c1=O, On1nnc2ccccc21. Yields the product Cc1nc(C(F)(F)F)ccc1Cn1nc(NNC(=O)C(C)OCc2ccccc2)c(-c2ccc(Cl)cc2)c(-c2ccc(C#N)cc2)c1=O. Reaction SMILES: [CH2:37]([c:38]1[cH:39][cH:40][cH:41][cH:42][cH:43]1)[O:44][CH:45]([C:46](=[O:47])[OH:48])[CH3:49].[CH2:86]1[O:87][CH2:88][CH2:89][CH2:90]1.[CH3:50][CH2:51][N:52]=[C:53]=[N:54][CH2:55][CH2:56][CH2:57][N:58]([CH3:59])[CH3:60].[CH3:80][CH2:81][O:82][C:83]([CH3:84])=[O:85].[CH:71]([N:72]([CH:73]([CH3:74])[CH3:75])[CH2:76][CH3:77])([CH3:78])[CH3:79].[Cl:1][c:2]1[cH:3][cH:4][c:5](-[c:8]2[c:9](-[c:29]3[cH:30][cH:31][c:32]([C:33]#[N:34])[cH:35][cH:36]3)[c:10](=[O:28])[n:11]([CH2:16][c:17]3[c:18]([CH3:27])[n:19][c:20]([C:23]([F:24])([F:25])[F:26])[cH:21][cH:22]3)[n:12][c:13]2[NH:14][NH2:15])[cH:6][cH:7]1.[OH:61][n:62]1[c:63]2[c:64]([cH:65][cH:66][cH:67][cH:68]2)[n:69][n:70]1>>[Cl:1][c:2]1[cH:3][cH:4][c:5](-[c:8]2[c:9](-[c:29]3[cH:30][cH:31][c:32]([C:33]#[N:34])[cH:35][cH:36]3)[c:10](=[O:28])[n:11]([CH2:16][c:17]3[c:18]([CH3:27])[n:19][c:20]([C:23]([F:24])([F:25])[F:26])[cH:21][cH:22]3)[n:12][c:13]2[NH:14][NH:15][C:46]([CH:45]([O:44][CH2:37][c:38]2[cH:39][cH:40][cH:41][cH:42][cH:43]2)[CH3:49])=[O:47])[cH:6][cH:7]1. Starting materials: N1=C(NC2=NC=CC=C21)C=2C(=CC(=C(C=O)C2)OC)OC (5-(3H-imidazo[4,5-b]pyridin-2-yl)-2,4-dimethoxy-benzaldehyde), C(C)(=O)C1=CC=C(C=C1)S(=O)(=O)N (4-acetyl-benzenesulfonamide), 256. Product: N1=C(NC2=NC=CC=C21)C=2C(=CC(=C(C2)/C=C/C(=O)C2=CC=C(C=C2)S(=O)(=O)N)OC)OC (4-{3E-[5-(3H-Imidazo[4,5-b]pyridin-2-yl)-2,4-dimethoxy-phenyl]-acryloyl}-benzenesulfonamide). The yield is 26.0%. Reaction SMILES: [N:1]1[C:9]2[C:4](=[N:5][CH:6]=[CH:7][CH:8]=2)[NH:3][C:2]=1[C:10]1[C:11]([O:20][CH3:21])=[CH:12][C:13]([O:18][CH3:19])=[C:14]([CH:17]=1)[CH:15]=O.[C:22]([C:25]1[CH:30]=[CH:29][C:28]([S:31]([NH2:34])(=[O:33])=[O:32])=[CH:27][CH:26]=1)(=[O:24])[CH3:23]>>[N:1]1[C:9]2[C:4](=[N:5][CH:6]=[CH:7][CH:8]=2)[NH:3][C:2]=1[C:10]1[C:11]([O:20][CH3:21])=[CH:12][C:13]([O:18][CH3:19])=[C:14](/[CH:15]=[CH:23]/[C:22]([C:25]2[CH:26]=[CH:27][C:28]([S:31]([NH2:34])(=[O:33])=[O:32])=[CH:29][CH:30]=2)=[O:24])[CH:17]=1. Reported procedure: The title compound was prepared by condensing 5-(3H-imidazo[4,5-b]pyridin-2-yl)-2,4-dimethoxy-benzaldehyde (Ex-76A) with 4-acetyl-benzenesulfonamide (Ex-26A) in a similar manner as described in Ex-22. Yellow solid, 26% yield, mp>260° C. 1H-NMR (DMSO-d6) δ 8.73 (s, 1H), 8.31 (dd, J=1, 4 Hz, 1H), 8.26 (d, J=8 Hz, 2H), 8.05 (d, J=16 Hz, 1H), 7.89–7.97 (m, 3H), 7.82 (d, J=16 Hz, 1H), 7.17–7.21 (m, 1H), 6.89 (s, 1H), 4.09 (s, 3H), 4.03 (s, 3H). MS m/z=465([M+H]+, 65%), 256 (100%). HRMS (ES+) Calcd. f...